From a dataset of the Open Reaction Database (ORD), a public repository of structured organic reaction records. describe an organic reaction: reactants, conditions, products, and yield Starting materials: [Li]CCCC, COc1ccc(CN2C(=O)CC2C2COC(C)(C)O2)c(OC)c1, CCCCCC, CC=O, CC(C)NC(C)C, C1CCOC1. Yields the product COc1ccc(CN2C(=O)C(C(C)O)C2C2COC(C)(C)O2)c(OC)c1. RXN SMILES: [CH2:1]([Li:2])[CH2:3][CH2:4][CH3:5].[CH3:13][O:14][c:15]1[c:16]([CH2:17][N:18]2[C:19](=[O:29])[CH2:20][CH:21]2[CH:22]2[O:23][C:24]([CH3:27])([CH3:28])[O:25][CH2:26]2)[cH:30][cH:31][c:32]([O:34][CH3:35])[cH:33]1.[CH3:39][CH2:40][CH2:41][CH2:42][CH2:43][CH3:44].[CH:36]([CH3:37])=[O:38].[CH:6]([NH:7][CH:8]([CH3:9])[CH3:10])([CH3:11])[CH3:12].[O:45]1[CH2:46][CH2:47][CH2:48][CH2:49]1>>[CH3:13][O:14][c:15]1[c:16]([CH2:17][N:18]2[C:19](=[O:29])[CH:20]([CH:36]([CH3:37])[OH:38])[CH:21]2[CH:22]2[O:23][C:24]([CH3:27])([CH3:28])[O:25][CH2:26]2)[cH:30][cH:31][c:32]([O:34][CH3:35])[cH:33]1.